This data is from the Open Reaction Database (ORD), a public repository of structured organic reaction records. The task is: describe an organic reaction: reactants, conditions, products, and yield Reactants: O=C1C=2N=CN(C2N=CN1)CCC(=O)OC1=CC=C(C=C1)[N+](=O)[O-] (3-(1,6-dihydro-6-oxo-9H-purin-9-yl)propanoic acid, 4-nitrophenyl ester), C(C)OC(C1CNCCC1)=O ((+ -)-ethylnipecotate). The solvent is CS(=O)C (dimethylsulfoxide). Reaction conditions: time 2 hour. The product is O=C1C=2N=CN(C2N=CN1)CCC(=O)N1CC(CCC1)C(=O)OCC (1-[3-(1,6-dihydro-6-oxo-9H-purin-9-yl)-1-oxopropyl]-3-piperidinecarboxylic acid, ethyl ester). Isolated yield 90.1%. As a reaction SMILES: [O:1]=[C:2]1[NH:10][CH:9]=[N:8][C:7]2[N:6]([CH2:11][CH2:12][C:13]([O:15]C3C=CC([N+]([O-])=O)=CC=3)=O)[CH:5]=[N:4][C:3]1=2.[CH2:25]([O:27][C:28](=[O:35])[CH:29]1[CH2:34][CH2:33][CH2:32][NH:31][CH2:30]1)[CH3:26]>CS(C)=O>[O:1]=[C:2]1[NH:10][CH:9]=[N:8][C:7]2[N:6]([CH2:11][CH2:12][C:13]([N:31]3[CH2:32][CH2:33][CH2:34][CH:29]([C:28]([O:27][CH2:25][CH3:26])=[O:35])[CH2:30]3)=[O:15])[CH:5]=[N:4][C:3]1=2. Procedure details: 0.300 g (0.9111 mmol) of 3-(1,6-dihydro-6-oxo-9H-purin-9-yl)propanoic acid, 4-nitrophenyl ester (AIT-0081) was placed into a 10 ml round bottom flask with 2 ml dry dimethylsulfoxide and a magnetic stirring bar. 150 mg of (+ -)-ethylnipecotate was added to the solution. The solution immediately turned green and was stirred at room temperature (25°) for two hours. The dimethylsulfoxide was removed under reduced pressure with gentle heating. 10 ml of ether was added to the yellow residue and the so... Reactants: O.NN (Hydrazine hydrate), [N+](=O)([O-])C1=C(C(=O)N2C(CCC2)CO)C=C(C(=C1OC)OC)OC (N-(2-Nitro-3,4,5-trimethoxybenzoyl)pyrrolidine-2-methanol), [H][H] (hydrogen). Reagents/catalysts: [Ni] (Raney nickel). Solvent: CO (methanol). Reaction conditions: time 2 hour. The product is NC1=C(C(=O)N2C(CCC2)CO)C=C(C(=C1OC)OC)OC (N-(2-Amino-3,4,5-trimethoxybenzoyl)pyrrolidine-2-methanol). The yield is 78.3%. RXN SMILES: O.NN.[N+:4]([C:7]1[C:21]([O:22][CH3:23])=[C:20]([O:24][CH3:25])[C:19]([O:26][CH3:27])=[CH:18][C:8]=1[C:9]([N:11]1[CH2:15][CH2:14][CH2:13][CH:12]1[CH2:16][OH:17])=[O:10])([O-])=O.[H][H]>CO.[Ni]>[NH2:4][C:7]1[C:21]([O:22][CH3:23])=[C:20]([O:24][CH3:25])[C:19]([O:26][CH3:27])=[CH:18][C:8]=1[C:9]([N:11]1[CH2:15][CH2:14][CH2:13][CH:12]1[CH2:16][OH:17])=[O:10] |f:0.1|. Reported procedure: Hydrazine hydrate (1.33 mL, 41.5 mmol) was added dropwise to a solution of 116 (2.83 g, 8.3 mmol) in methanol (142 mL) gently refluxing over Raney nickel (500 mg, slurry). The resulting vigorous evolution of hydrogen gas subsided after approximately 10 minutes and the reaction was deemed to be complete by TLC after 2 h. The reaction mixture was filtered through celite and the solvent evaporated. Distilled water (100 mL) was added to the residue, and the aqueous mixture was extracted with EtOAc (... The reactants are C1CCOC1, CO, [Li+], [OH-], O, O, CCOC(=O)Cc1ccc(OCc2ccc3ccccc3n2)cc1. Yields the product O=C(O)Cc1ccc(OCc2ccc3ccccc3n2)cc1. Reaction SMILES: [CH2:27]1[O:28][CH2:29][CH2:30][CH2:31]1.[CH3:25][OH:26].[Li+:33].[OH-:32].[OH2:34].[OH2:35].[n:1]1[c:2]([CH2:11][O:12][c:13]2[cH:14][cH:15][c:16]([CH2:19][C:20](=[O:21])[O:22][CH2:23][CH3:24])[cH:17][cH:18]2)[cH:3][cH:4][c:5]2[cH:6][cH:7][cH:8][cH:9][c:10]12>>[n:1]1[c:2]([CH2:11][O:12][c:13]2[cH:14][cH:15][c:16]([CH2:19][C:20](=[O:21])[OH:22])[cH:17][cH:18]2)[cH:3][cH:4][c:5]2[cH:6][cH:7][cH:8][cH:9][c:10]12. Reactants: C(C)(=O)OCC.CCCCCCC (Ethyl acetate heptane), CNN (Methyl hydrazine), C(C)OC=C(C(=O)OCC)C(C(F)(F)F)=O (Ethyl 2-(ethoxymethylene)-4,4,4-trifluoro-3-oxobutanoate). The solvent is CCO (EtOH), C(C)O (ethanol), ClCCl (dichloromethane). Conditions: temperature 0 celsius, time 18 hour. Yields the product CN1N=CC(=C1C(F)(F)F)C(=O)OCC (ethyl 1-methyl-5-(trifluoromethyl)-1H-pyrazole-4-carboxylate). Yield: 62.0%. As a reaction SMILES: C(O[CH:4]=[C:5]([C:11](=O)[C:12]([F:15])([F:14])[F:13])[C:6]([O:8][CH2:9][CH3:10])=[O:7])C.[CH3:17][NH:18][NH2:19].C(OCC)(=O)C.CCCCCCC>C(O)C.ClCCl>[CH3:17][N:18]1[C:11]([C:12]([F:15])([F:14])[F:13])=[C:5]([C:6]([O:8][CH2:9][CH3:10])=[O:7])[CH:4]=[N:19]1 |f:2.3|. Procedure details: Ethyl 2-(ethoxymethylene)-4,4,4-trifluoro-3-oxobutanoate (10 g, 0.042 mole) was dissolved in ethanol (120 ml) and cooled to 0° C. Methyl hydrazine (2.11 g, 0.046 mole) (pre-stirred in concentrated HCl (4 ml)-EtOH (4 ml), 0° C., 30 min) in EtOH (20 ml) was added at 0° C., and the resulting solution was stirred at room temperature for 18 h. The yellow solution was evaporated and the residue suspended in water and basified with sodium carbonate solution (saturated) and extracted with ethyl acetate ... Starting materials: O=C(CC(=O)OCC)CC(C#C)=O (ethyl 3,5-dioxo-6-heptynoate), ·THF, C1=C(C=CC2=CC=CC=C12)CN1[C@@H](CCC1)CO ((S)-N-(β-naphthyl)methyl-2-pyrrolidine methanol), aluminum tri-i-propoxide. The solvent is C1CCOC1 (THF), CO (methanol). Reaction conditions: time 20 hour. The product is OC(CC(=O)OCC)CC(C#C)O (ethyl 3,5-dihydroxy-6-heptynoate), desired product. Reaction SMILES: [O:1]=[C:2]([CH2:9][C:10](=[O:13])[C:11]#[CH:12])[CH2:3][C:4]([O:6][CH2:7][CH3:8])=[O:5].C1C2C(=CC=CC=2)C=CC=1CN1CCC[C@H]1CO>C1COCC1.CO>[OH:1][CH:2]([CH2:9][CH:10]([OH:13])[C:11]#[CH:12])[CH2:3][C:4]([O:6][CH2:7][CH3:8])=[O:5]. Procedure: 50 mg (0.27 mmnol) of ethyl 3,5-dioxo-6-heptynoate was dissolved in 5 ml of THF and 52 ml of methanol. Then, with or without addition of aluminum tri-i-propoxide as a metal reagent, a reaction was conducted at 20° C. for 20 hours using 5.4 ml of a 1.0M BH3 ·THF solution and 6.2 mg (0.027 mmol) of the (S)-N-(β-naphthyl)methyl-2-pyrrolidine methanol (compound (S)-II-1) obtained in Example 1, to obtain ethyl 3,5-dihydroxy-6-heptynoate (VI-2) as oily desired product. The product is CCC(=O)Nc1nc(CN2CCC(c3c[nH]c4ccc(N)cc34)CC2)cs1. Reaction SMILES: [CH3:30][CH2:31][OH:32].[Cl-:33].[Fe:36].[N+:1]([O-:2])(=[O:3])[c:4]1[cH:5][c:6]2[c:7]([CH:13]3[CH2:14][CH2:15][N:16]([CH2:19][c:20]4[n:21][c:22]([NH:25][C:26]([CH2:27][CH3:28])=[O:29])[s:23][cH:24]4)[CH2:17][CH2:18]3)[cH:8][nH:9][c:10]2[cH:11][cH:12]1.[NH4+:34].[OH2:35]>>[NH2:1][c:4]1[cH:5][c:6]2[c:7]([CH:13]3[CH2:14][CH2:15][N:16]([CH2:19][c:20]4[n:21][c:22]([NH:25][C:26]([CH2:27][CH3:28])=[O:29])[s:23][cH:24]4)[CH2:17][CH2:18]3)[cH:8][nH:9][c:10]2[cH:11][cH:12]1. Starting materials: CCO, [Cl-], [Fe], CCC(=O)Nc1nc(CN2CCC(c3c[nH]c4ccc([N+](=O)[O-])cc34)CC2)cs1, [NH4+], O. The reactants are CC1CCC(C(C1)N)C(C)C (neomenthylamine), C1(CC(C(CC1)C(C)C)N)C (menthylamine), CC1CCC(C(C1)N)C(C)C (neomenthylamine), C(C1=CC=CC=C1)(=O)Cl (benzoylchloride), N-(-2-isopropyl-5-methylcyclohexyl)benzamides. The product is C(C)(C)[C@H]1[C@H](C[C@@H](CC1)C)NC(C1=CC=CC=C1)=O.C(C)(C)[C@@H]1[C@@H](C[C@H](CC1)C)NC(C1=CC=CC=C1)=O (N-((1S,2S,5R)-2-Isopropyl-5-methylcyclohexyl)benzamide N-((1R,2R,5S)-2-isopropyl-5-methylcyclohexyl)benzamide). As a reaction SMILES: [CH3:1][CH:2]1[CH2:7][CH:6]([NH2:8])[CH:5]([CH:9]([CH3:11])[CH3:10])[CH2:4][CH2:3]1.[C:12](Cl)(=[O:19])[C:13]1[CH:18]=[CH:17][CH:16]=[CH:15][CH:14]=1>>[CH:9]([C@@H:5]1[CH2:4][CH2:3][C@@H:2]([CH3:1])[CH2:7][C@@H:6]1[NH:8][C:12](=[O:19])[C:13]1[CH:18]=[CH:17][CH:16]=[CH:15][CH:14]=1)([CH3:11])[CH3:10].[CH:9]([C@H:5]1[CH2:4][CH2:3][C@H:2]([CH3:1])[CH2:7][C@H:6]1[NH:8][C:12](=[O:19])[C:13]1[CH:18]=[CH:17][CH:16]=[CH:15][CH:14]=1)([CH3:11])[CH3:10] |f:2.3|. Procedure: The aforementioned product is obtained as a colorless solid containing in total 97.6% of the desired neomenthylamine derivatives from racemic neomenthylamine, as in the GP, by reaction with benzoylchloride. Furthermore, two further isomeric menthylamine derivatives are present at 1.3% and 1.0%, corresponding to a purity of isomeric N-(-2-isopropyl-5-methylcyclohexyl)benzamides of 99.9%. Starting materials: CC(C)(C)OC(=O)N1CC(Br)CC1C(=O)OCc1ccccc1, [N-]=[N+]=[N-], [Na+], CN(C)C=O. Yields the product CC(C)(C)OC(=O)N1CC(N=[N+]=[N-])CC1C(=O)OCc1ccccc1. Reaction SMILES: [CH2:1]([c:2]1[cH:3][cH:4][cH:5][cH:6][cH:7]1)[O:8][C:9]([CH:10]1[N:11]([C:16](=[O:17])[O:18][C:19]([CH3:20])([CH3:21])[CH3:22])[CH2:12][CH:13]([Br:15])[CH2:14]1)=[O:23].[N-:24]=[N+:25]=[N-:26].[Na+:27].[O:28]=[CH:29][N:30]([CH3:31])[CH3:32]>>[CH2:1]([c:2]1[cH:3][cH:4][cH:5][cH:6][cH:7]1)[O:8][C:9]([CH:10]1[N:11]([C:16](=[O:17])[O:18][C:19]([CH3:20])([CH3:21])[CH3:22])[CH2:12][CH:13]([N:24]=[N+:25]=[N-:26])[CH2:14]1)=[O:23]. Starting materials: [H][H], O, O=CCC(O)C(O)CO. The product is OCCC(O)C(O)CO. RXN SMILES: [H:10][H:11].[OH2:12].[OH:1][CH:2]([CH2:3][CH:4]=[O:5])[CH:6]([CH2:7][OH:8])[OH:9]>>[OH:1][CH:2]([CH2:3][CH2:4][OH:5])[CH:6]([CH2:7][OH:8])[OH:9].